Dataset: the Open Reaction Database (ORD), a public repository of structured organic reaction records. Task: describe an organic reaction: reactants, conditions, products, and yield Reactants: NCCNC(OC(C)(C)C)=O (tert-Butyl N-(2-aminoethyl)carbamate), COC(C1=CC=CC=C1)=C(C#N)C#N ((methoxyphenylmethylene)methane-1,1-dicarbonitrile), C([O-])([O-])=O.[Cs+].[Cs+] (cesium carbonate), BrCC(=O)OC (methyl bromoacetate). Solvent: C(C)#N (acetonitrile). Reaction conditions: time 10 minute. Yields the product NC1=C(N(C(=C1C#N)C1=CC=CC=C1)CCNC(=O)OC(C)(C)C)C(=O)OC (methyl 3-amino-1-{2[(tert-butoxy)carbonylamino]ethyl}-4-cyano-5-phenylpyrrole-2-carboxylate). Isolated yield 95.0%. RXN SMILES: [NH2:1][CH2:2][CH2:3][NH:4][C:5](=[O:11])[O:6][C:7]([CH3:10])([CH3:9])[CH3:8].CO[C:14](=[C:21]([C:24]#[N:25])[C:22]#[N:23])[C:15]1[CH:20]=[CH:19][CH:18]=[CH:17][CH:16]=1.C(=O)([O-])[O-].[Cs+].[Cs+].Br[CH2:33][C:34]([O:36][CH3:37])=[O:35]>C(#N)C>[NH2:25][C:24]1[C:21]([C:22]#[N:23])=[C:14]([C:15]2[CH:16]=[CH:17][CH:18]=[CH:19][CH:20]=2)[N:1]([CH2:2][CH2:3][NH:4][C:5]([O:6][C:7]([CH3:8])([CH3:10])[CH3:9])=[O:11])[C:33]=1[C:34]([O:36][CH3:37])=[O:35] |f:2.3.4|. Procedure: tert-Butyl N-(2-aminoethyl)carbamate (10.6 g) was added to a solution of (methoxyphenylmethylene)methane-1,1-dicarbonitrile (10.4 g) in acetonitrile (350 mL), and the mixture was stirred for 10 minutes. Anhydrous cesium carbonate (65.1 g) and methyl bromoacetate (13.5 mL) were added, and the mixture was heated to reflux for 1 hour. After cooling the mixture to room temperature, it was allowed to stand, the supernatant was separated by decantation, and the solvent was distilled off under reduced ...